From a dataset of the Open Reaction Database (ORD), a public repository of structured organic reaction records. describe an organic reaction: reactants, conditions, products, and yield Starting materials: ClC=1C=CC2=C(C(CCCN2C(C2=CC=C(S2)NC(C2=C(C=CC=C2)C)=O)=O)NC)C1 (7-chloro-5-methylamino-1-[5-(2-methylbenzoylamino)thenoyl]-2,3,4,5-tetrahydro-1H-benzazepine), C=O (formaldehyde), C(#N)[BH3-].[Na+] (sodium cyanoborohydride), ice water, C([O-])([O-])=O.[K+].[K+] (potassium carbonate). The solvent is CO (methanol), C(C)(=O)O (acetic acid). Run at time 1 hour. The product is ClC=1C=CC2=C(C(CCCN2C(C2=CC=C(S2)NC(C2=C(C=CC=C2)C)=O)=O)N(C)C)C1 (7-chloro-5-dimethylamino-1-[5-(2-methylbenzoylamino)thenoyl]-2,3,4,5-tetrahydro-1H-benzazepine). Isolated yield 79.5%. Reaction SMILES: [Cl:1][C:2]1[CH:3]=[CH:4][C:5]2[N:11]([C:12](=[O:28])[C:13]3[S:17][C:16]([NH:18][C:19](=[O:27])[C:20]4[CH:25]=[CH:24][CH:23]=[CH:22][C:21]=4[CH3:26])=[CH:15][CH:14]=3)[CH2:10][CH2:9][CH2:8][CH:7]([NH:29][CH3:30])[C:6]=2[CH:31]=1.C=O.[C:34]([BH3-])#N.[Na+].C(=O)([O-])[O-].[K+].[K+]>CO.C(O)(=O)C>[Cl:1][C:2]1[CH:3]=[CH:4][C:5]2[N:11]([C:12](=[O:28])[C:13]3[S:17][C:16]([NH:18][C:19](=[O:27])[C:20]4[CH:25]=[CH:24][CH:23]=[CH:22][C:21]=4[CH3:26])=[CH:15][CH:14]=3)[CH2:10][CH2:9][CH2:8][CH:7]([N:29]([CH3:34])[CH3:30])[C:6]=2[CH:31]=1 |f:2.3,4.5.6|. Procedure details: To a solution of 7-chloro-5-methylamino-1-[5-(2-methylbenzoylamino)thenoyl]-2,3,4,5-tetrahydro-1H-benzazepine (0.5 g) in methanol (10 ml) are added 37% formaldehyde (0.8 ml) and sodium cyanoborohydride (0.1 g), and further thereto is added dropwise acetic acid (0.6 ml) at a temperature below 10° C. The mixture is stirred at room temperature for one hour, and poured into ice-water. The mixture is made basic with potassium carbonate, and extracted with dichloromethane. The extract is washed with w... Reactants: CI (Methyl iodide), NC1=C(C=CC=C1)NC([S-])=S.[NH4+] (ammonium 2-aminophenyl-dithiocarbamate). Solvent: O (water). The product is NC1=C(C=CC=C1)NC(SC)=S (Methyl 2-aminophenyl-dithiocarbamate). Yield: 90.0%. RXN SMILES: [CH3:1]I.[NH2:3][C:4]1[CH:9]=[CH:8][CH:7]=[CH:6][C:5]=1[NH:10][C:11](=[S:13])[S-:12].[NH4+]>O>[NH2:3][C:4]1[CH:9]=[CH:8][CH:7]=[CH:6][C:5]=1[NH:10][C:11](=[S:12])[S:13][CH3:1] |f:1.2|. Reported procedure: Methyl iodide (99.4 g.) is added to a solution of ammonium 2-aminophenyl-dithiocarbamate (141 g.) in water (1050 cc.), whilst keeping the temperature at about 20° C. The mixture is stirred for a further hour after the end of the exothermic reaction. The precipitate obtained is filtered off and is then recrystallized moist from ethanol. Methyl 2-aminophenyl-dithiocarbamate (125 g.), m.p. 114° C., is thus obtained. The reactants are CC([O-])C.[Na+] (sodium isopropoxide), ClC1=NC=NC(=C1)Cl (4,6-dichloropyrimidine). Run in C(C)(C)O (isopropanol), C(C)(C)O (isopropanol). The product is ClC1=NC=NC(=C1)OC(C)C (4-chloro-6-isopropoxy pyrimidine). Isolated yield 271.7%. RXN SMILES: [CH3:1][CH:2]([CH3:4])[O-:3].[Na+].[Cl:6][C:7]1[CH:12]=[C:11](Cl)[N:10]=[CH:9][N:8]=1>C(O)(C)C>[Cl:6][C:7]1[CH:12]=[C:11]([O:3][CH:2]([CH3:4])[CH3:1])[N:10]=[CH:9][N:8]=1 |f:0.1|. Procedure: A solution of sodium isopropoxide (prepared from 0.77 g sodium) in isopropanol (230 ml) was added dropwise over 8 hours to a stirred solution of 4,6-dichloropyrimidine (5.0 g) in isopropanol (60 ml) at room temperature. The solvent was evaporated in vacuo, the residue taken up in water and extracted three times with diethylether (3×70 ml). The combined ether extracts were dried (Na2SO4) and evaporated in vacuo to give 4-chloro-6-isopropoxy pyrimidine (4.4 g) as an oil, characterized spectroscopi... As a reaction SMILES: [CH2:37]1[CH2:38][CH2:39][NH:40][CH2:41][CH2:42]1.[CH3:1][c:2]1[n:3][cH:4][c:5]([CH2:8][NH:9][C:10]2=[N:14][C:13](=[O:15])[CH2:12][S:11]2)[n:6][cH:7]1.[CH3:43][c:44]1[cH:45][cH:46][cH:47][cH:48][cH:49]1.[OH:28][C:29]([c:30]1[cH:31][cH:32][cH:33][cH:34][cH:35]1)=[O:36].[n:16]1[cH:17][cH:18][cH:19][c:20]2[n:21][c:22]([CH:26]=[O:27])[cH:23][cH:24][c:25]12>>[CH3:1][c:2]1[n:3][cH:4][c:5]([CH2:8][NH:9][C:10]2=[N:14][C:13](=[O:15])[C:12](=[CH:26][c:22]3[n:21][c:20]4[cH:19][cH:18][cH:17][n:16][c:25]4[cH:24][cH:23]3)[S:11]2)[n:6][cH:7]1. Product: Cc1cnc(CNC2=NC(=O)C(=Cc3ccc4ncccc4n3)S2)cn1. Reactants: C1CCNCC1, Cc1cnc(CNC2=NC(=O)CS2)cn1, Cc1ccccc1, O=C(O)c1ccccc1, O=Cc1ccc2ncccc2n1. Isolated yield 88.1%. As a reaction SMILES: [Cl:1][C:2]1[C:20]([C:21]([OH:23])=O)=[CH:19][CH:18]=[C:17]([Cl:24])[C:3]=1[CH2:4][O:5][C:6]1[CH:7]=[CH:8][CH:9]=[C:10]2[C:15]=1[N:14]=[C:13]([CH3:16])[CH:12]=[CH:11]2.C(N=C=NCCCN(C)C)C.ON1C2C=CC=CC=2N=N1.Cl.[NH2:47][CH2:48][CH2:49][N:50]1[C:54](=[O:55])[C:53]2=[CH:56][CH:57]=[CH:58][CH:59]=[C:52]2[C:51]1=[O:60].C(=O)(O)[O-].[Na+]>CN(C)C=O>[Cl:1][C:2]1[C:20]([C:21](=[O:23])[NH:47][CH2:48][CH2:49][N:50]2[C:54](=[O:55])[C:53]3=[CH:56][CH:57]=[CH:58][CH:59]=[C:52]3[C:51]2=[O:60])=[CH:19][CH:18]=[C:17]([Cl:24])[C:3]=1[CH2:4][O:5][C:6]1[CH:7]=[CH:8][CH:9]=[C:10]2[C:15]=1[N:14]=[C:13]([CH3:16])[CH:12]=[CH:11]2 |f:3.4,5.6|. Procedure details: To a suspension of 8-(2,6-dichloro-3-carboxybenzyloxy)-2-methylquinoline (800 mg), 1-ethyl-3-(3-dimethylaminopropyl)carbodiimide (508 mg) and 1-hydroxybenzotriazole (388 mg) in N,N-dimethylformamide (8 ml) was added N-(2-aminoethyl)phthalimide hydrochloride (551 mg), and the mixture was stirred for 3 hours at ambient temperature. To the reaction mixture was added saturated sodium bicarbonate solution, and the mixture was extracted with chloroform. The insoluble material was filtered off, and the... Reaction conditions: time 3 hour. Run in CN(C=O)C (N,N-dimethylformamide). Product: ClC1=C(COC=2C=CC=C3C=CC(=NC23)C)C(=CC=C1C(NCCN1C(C=2C(C1=O)=CC=CC2)=O)=O)Cl (8-[2,6-dichloro-3-[N-(2-phthalimidoethyl)carbamoyl]benzyloxy]-2-methylquinoline). The reactants are Cl.NCCN1C(C=2C(C1=O)=CC=CC2)=O (N-(2-aminoethyl)phthalimide hydrochloride), ClC1=C(COC=2C=CC=C3C=CC(=NC23)C)C(=CC=C1C(=O)O)Cl (8-(2,6-dichloro-3-carboxybenzyloxy)-2-methylquinoline), C(C)N=C=NCCCN(C)C (1-ethyl-3-(3-dimethylaminopropyl)carbodiimide), ON1N=NC2=C1C=CC=C2 (1-hydroxybenzotriazole), C([O-])(O)=O.[Na+] (sodium bicarbonate).